From a dataset of the Open Reaction Database (ORD), a public repository of structured organic reaction records. describe an organic reaction: reactants, conditions, products, and yield Reactants: C(C)(C)(C)OC(NC1=C(C=C(C(=C1)C(F)(F)F)C)N)=O ((2-amino-4-methyl-5-trifluoromethyl-phenyl)-carbamic acid tert-butyl ester), C(C)(C)(C)OC(CC(C1=CC(=CC=C1)C=1C=NC=CC1)=O)=O (3-oxo-3-(3-pyridin-3-yl-phenyl)-propionic acid tert-butyl ester). The product is C(C)(C)(C)OC(NC1=C(C=C(C(=C1)C(F)(F)F)C)NC(CC(C1=CC(=CC=C1)C=1C=NC=CC1)=O)=O)=O ({4-Methyl-2-[3-oxo-3-(3-pyridin-3-yl-phenyl)-propionylamino]-5-trifluoromethyl-phenyl}-carbamic acid tert-butyl ester), solid. As a reaction SMILES: [C:1]([O:5][C:6](=[O:20])[NH:7][C:8]1[CH:13]=[C:12]([C:14]([F:17])([F:16])[F:15])[C:11]([CH3:18])=[CH:10][C:9]=1[NH2:19])([CH3:4])([CH3:3])[CH3:2].C([O:25][C:26](=O)[CH2:27][C:28](=[O:41])[C:29]1[CH:34]=[CH:33][CH:32]=[C:31]([C:35]2[CH:36]=[N:37][CH:38]=[CH:39][CH:40]=2)[CH:30]=1)(C)(C)C>>[C:1]([O:5][C:6](=[O:20])[NH:7][C:8]1[CH:13]=[C:12]([C:14]([F:17])([F:16])[F:15])[C:11]([CH3:18])=[CH:10][C:9]=1[NH:19][C:26](=[O:25])[CH2:27][C:28](=[O:41])[C:29]1[CH:34]=[CH:33][CH:32]=[C:31]([C:35]2[CH:36]=[N:37][CH:38]=[CH:39][CH:40]=2)[CH:30]=1)([CH3:4])([CH3:2])[CH3:3]. Reported procedure: The title compound was prepared from (2-amino-4-methyl-5-trifluoromethyl-phenyl)-carbamic acid tert-butyl ester (Example J23) and 3-oxo-3-(3-pyridin-3-yl-phenyl)-propionic acid tert-butyl ester (Example K1) according to the general procedure M. Obtained as a white solid (229 mg).